From a dataset of the Open Reaction Database (ORD), a public repository of structured organic reaction records. describe an organic reaction: reactants, conditions, products, and yield Starting materials: CCCN, CS(=O)(=O)OCCC(COS(C)(=O)=O)c1ccccc1, CCOCC. Product: CCCN1CCC(c2ccccc2)C1. RXN SMILES: [CH2:21]([CH2:22][CH3:23])[NH2:24].[CH3:1][S:2]([O:3][CH2:6][CH:7]([CH2:8][CH2:9][O:4][S:5]([CH3:10])(=[O:11])=[O:12])[c:15]1[cH:16][cH:17][cH:18][cH:19][cH:20]1)(=[O:13])=[O:14].[CH3:25][CH2:26][O:27][CH2:28][CH3:29]>>[CH2:6]1[CH:7]([c:15]2[cH:16][cH:17][cH:18][cH:19][cH:20]2)[CH2:8][CH2:9][N:24]1[CH2:21][CH2:22][CH3:23].